Dataset: the Open Reaction Database (ORD), a public repository of structured organic reaction records. Task: describe an organic reaction: reactants, conditions, products, and yield Reactants: Oc1ccc2cc(Cc3cc(Br)ccc3Cl)sc2c1, O=C([O-])[O-], CN(C)C=O, CCI, [K+], [K+], O. Product: CCOc1ccc2cc(Cc3cc(Br)ccc3Cl)sc2c1. RXN SMILES: [Br:1][c:2]1[cH:3][cH:4][c:5]([Cl:19])[c:6]([CH2:8][c:9]2[cH:10][c:11]3[c:12]([s:13]2)[cH:14][c:15]([OH:18])[cH:16][cH:17]3)[cH:7]1.[C:23](=[O:24])([O-:25])[O-:26].[CH3:30][N:31]([CH3:32])[CH:33]=[O:34].[I:20][CH2:21][CH3:22].[K+:27].[K+:28].[OH2:29]>>[Br:1][c:2]1[cH:3][cH:4][c:5]([Cl:19])[c:6]([CH2:8][c:9]2[cH:10][c:11]3[c:12]([s:13]2)[cH:14][c:15]([O:18][CH2:21][CH3:22])[cH:16][cH:17]3)[cH:7]1. The reactants are Cl.C1(CC1)COC1=C(C2=C(OCO2)C=C1)C=1C2=C(N=CN1)C(=C(N2)C)C(=O)NC2CCNCC2 (4-[5-(cyclopropylmethoxy)-1,3-benzodioxol-4-yl]-6-methyl-N-piperidin-4-yl-5H-pyrrolo[3,2-d]pyrimidine-7-carboxamide hydrochloride), C(C)(=O)O[C@H](C(=O)Cl)C ((2S)-1-chloro-1-oxopropan-2-yl acetate). The product is C1(CC1)COC1=C(C2=C(OCO2)C=C1)C=1C2=C(N=CN1)C(=C(N2)C)C(=O)NC2CCN(CC2)C([C@H](C)O)=O (4-[5-(Cyclopropylmethoxy)-1,3-benzodioxol-4-yl]-N-{1-[(2S)-2-hydroxypropanoyl]piperidin-4-yl}-6-methyl-5H-pyrrolo[3,2-d]pyrimidine-7-carboxamide). RXN SMILES: Cl.[CH:2]1([CH2:5][O:6][C:7]2[CH:15]=[CH:14][C:10]3[O:11][CH2:12][O:13][C:9]=3[C:8]=2[C:16]2[C:17]3[NH:24][C:23]([CH3:25])=[C:22]([C:26]([NH:28][CH:29]4[CH2:34][CH2:33][NH:32][CH2:31][CH2:30]4)=[O:27])[C:18]=3[N:19]=[CH:20][N:21]=2)[CH2:4][CH2:3]1.C([O:38][C@@H:39]([CH3:43])[C:40](Cl)=[O:41])(=O)C>>[CH:2]1([CH2:5][O:6][C:7]2[CH:15]=[CH:14][C:10]3[O:11][CH2:12][O:13][C:9]=3[C:8]=2[C:16]2[C:17]3[NH:24][C:23]([CH3:25])=[C:22]([C:26]([NH:28][CH:29]4[CH2:30][CH2:31][N:32]([C:40](=[O:41])[C@@H:39]([OH:38])[CH3:43])[CH2:33][CH2:34]4)=[O:27])[C:18]=3[N:19]=[CH:20][N:21]=2)[CH2:4][CH2:3]1 |f:0.1|. Reported procedure: Starting from 4-[5-(cyclopropylmethoxy)-1,3-benzodioxol-4-yl]-6-methyl-N-piperidin-4-yl-5H-pyrrolo[3,2-d]pyrimidine-7-carboxamide hydrochloride (example D.f1) and commercially available (2S)-1-chloro-1-oxopropan-2-yl acetate the title compound is obtained as colorless solid. Reactants: Clc1nc(Nc2cc[nH]n2)cc2ccccc12, Oc1ccccc1F. Yields the product Fc1ccccc1Oc1nc(Nc2cc[nH]n2)cc2ccccc12. As a reaction SMILES: [Cl:1][c:2]1[n:3][c:4]([NH:12][c:13]2[n:14][nH:15][cH:16][cH:17]2)[cH:5][c:6]2[cH:7][cH:8][cH:9][cH:10][c:11]12.[F:18][c:19]1[c:20]([OH:25])[cH:21][cH:22][cH:23][cH:24]1>>[c:2]1([O:25][c:20]2[c:19]([F:18])[cH:24][cH:23][cH:22][cH:21]2)[n:3][c:4]([NH:12][c:13]2[n:14][nH:15][cH:16][cH:17]2)[cH:5][c:6]2[cH:7][cH:8][cH:9][cH:10][c:11]12. Reactants: ClC=1C=C2C(=C(C(=NC2=CC1)N(C)C(C)C)C(=O)OC(C)(C)C)C1=CC=CC=C1 (tert-butyl 6-chloro-2-(isopropyl(methyl)amino)-4-phenylquinoline-3-carboxylate), C(=O)(C(F)(F)F)O (TFA). Solvent: C(Cl)Cl (DCM). Conditions: time 2 hour. The product is ClC=1C=C2C(=C(C(=NC2=CC1)N(C)C(C)C)C(=O)O)C1=CC=CC=C1 (6-Chloro-2-(isopropyl-methyl-amino)-4-phenyl-quinoline-3-carboxylic acid). The yield is 73.9%. RXN SMILES: [Cl:1][C:2]1[CH:3]=[C:4]2[C:9](=[CH:10][CH:11]=1)[N:8]=[C:7]([N:12]([CH:14]([CH3:16])[CH3:15])[CH3:13])[C:6]([C:17]([O:19]C(C)(C)C)=[O:18])=[C:5]2[C:24]1[CH:29]=[CH:28][CH:27]=[CH:26][CH:25]=1.C(O)(C(F)(F)F)=O>C(Cl)Cl>[Cl:1][C:2]1[CH:3]=[C:4]2[C:9](=[CH:10][CH:11]=1)[N:8]=[C:7]([N:12]([CH:14]([CH3:15])[CH3:16])[CH3:13])[C:6]([C:17]([OH:19])=[O:18])=[C:5]2[C:24]1[CH:25]=[CH:26][CH:27]=[CH:28][CH:29]=1. Procedure details: A solution of tert-butyl 6-chloro-2-(isopropyl(methyl)amino)-4-phenylquinoline-3-carboxylate (75 mg, 183 μmol), in DCM (1 ml) and TFA (1 ml) was stirred at room temperature for 2 h followed by a further 2 h at 40° C. The reaction mixture was concentrated in vacuo and the crude residue was dissolved in ethyl actetate and washed with water. The ethyl acetate layer was washed with 0.1N NaOH solution (2×) and then the aqueous layer was made acidic (pH 3-4) with 1N HCl and then further extracted with... The reactants are 17B, C1(=CC=CC=C1)C(N1C(C(C2=CC=CC=C12)(O)C=1C(=CC2=C(N(C(CO2)=O)C)C1)O)=O)C1=CC=CC=C1 (6-[1-(diphenylmethyl)-3-hydroxy-2-oxo-2,3-dihydro-1H-indol-3-yl]-7-hydroxy-4-methyl-2H-1,4-benzoxazin-3(4H)-one), C(C1=CC=CC=C1)(C1=CC=CC=C1)N1C(C(C2=CC=CC=C12)(O)C=1C(=CC2=C(OCC(N2C)=O)C1)O)=O (7-(1-benzhydryl-3-hydroxy-2-oxoindolin-3-yl)-6-hydroxy-4-methyl-2H-benzo[b][1,4]oxazin-3(4H)-one). The product is C1(=CC=CC=C1)C(N1C(C(C2=CC=CC=C12)C=1C(=CC2=C(N(C(CO2)=O)C)C1)O)=O)C1=CC=CC=C1 (6-[1-(diphenylmethyl)-2-oxo-2,3-dihydro-1H-indol-3-yl]-7-hydroxy-4-methyl-2H-1,4-benzoxazin-3(4H)-one). As a reaction SMILES: [C:1]1([CH:7]([C:32]2[CH:37]=[CH:36][CH:35]=[CH:34][CH:33]=2)[N:8]2[C:16]3[C:11](=[CH:12][CH:13]=[CH:14][CH:15]=3)[C:10]([C:18]3[C:19]([OH:30])=[CH:20][C:21]4[O:26][CH2:25][C:24](=[O:27])[N:23]([CH3:28])[C:22]=4[CH:29]=3)(O)[C:9]2=[O:31])[CH:6]=[CH:5][CH:4]=[CH:3][CH:2]=1.C(N1C2C(=CC=CC=2)C(C2C(O)=CC3N(C)C(=O)COC=3C=2)(O)C1=O)(C1C=CC=CC=1)C1C=CC=CC=1>>[C:32]1([CH:7]([C:1]2[CH:2]=[CH:3][CH:4]=[CH:5][CH:6]=2)[N:8]2[C:16]3[C:11](=[CH:12][CH:13]=[CH:14][CH:15]=3)[CH:10]([C:18]3[C:19]([OH:30])=[CH:20][C:21]4[O:26][CH2:25][C:24](=[O:27])[N:23]([CH3:28])[C:22]=4[CH:29]=3)[C:9]2=[O:31])[CH:33]=[CH:34][CH:35]=[CH:36][CH:37]=1. Procedure: Following the procedure as described in PREPARATION 17B, and making non-critical variations using 6-[1-(diphenylmethyl)-3-hydroxy-2-oxo-2,3-dihydro-1H-indol-3-yl]-7-hydroxy-4-methyl-2H-1,4-benzoxazin-3(4H)-one to replace 7-(1-benzhydryl-3-hydroxy-2-oxoindolin-3-yl)-6-hydroxy-4-methyl-2H-benzo[b][1,4]oxazin-3(4H)-one, 6-[1-(diphenylmethyl)-2-oxo-2,3-dihydro-1H-indol-3-yl]-7-hydroxy-4-methyl-2H-1,4-benzoxazin-3(4H)-one was obtained (65%) as an amorphous solid: MS (ES+) m/z 477.4 (M+1). Starting materials: CS(=O)(=O)Cl (Methanesulphonyl chloride), C1(CC1)CO (cyclopropyl methanol), O1C2=C(C=CC=3C[C@@H]4[C@@]5(CCC([C@H]1[C@@]5(C23)CCN4)=O)O)O (4,5α-Epoxy-3,14-dihydroxy morphinan-6-one), [Br-].[Li+] (Lithium bromide). Run in CN(C)C=O (DMF), C(C)N(CC)CC (triethylamine). Run at temperature 2.5 celsius. Yields the product C1CC1CN2CC[C@]34C5C(=O)CC[C@]3([C@H]2CC6=C4C(=C(C=C6)O)O5)O (Naltrexone Base). As a reaction SMILES: CS(Cl)(=O)=O.[CH:6]1([CH2:9]O)[CH2:8][CH2:7]1.[Br-].[Li+].[O:13]1[C@@H:25]2[C@@:26]34[CH2:28][CH2:29][NH:30][C@@H:20]([C@:21]3([OH:32])[CH2:22][CH2:23][C:24]2=[O:31])[CH2:19][C:18]2=[C:27]4[C:14]1=[C:15]([OH:33])[CH:16]=[CH:17]2>CN(C=O)C.C(N(CC)CC)C>[CH2:7]1[CH:6]([CH2:9][N:30]2[C@@H:20]3[CH2:19][C:18]4[CH:17]=[CH:16][C:15]([OH:33])=[C:14]5[O:13][CH:25]6[C:24]([CH2:23][CH2:22][C@:21]3([OH:32])[C@:26]6([C:27]=45)[CH2:28][CH2:29]2)=[O:31])[CH2:8]1 |f:2.3|. Reported procedure: Methanesulphonyl chloride (76 kg) was added to the mixture of cyclopropyl methanol (50 kg) and triethylamine (192 L) in DMF (400 L) maintained at 0-5° C., the reaction mixture was maintained at 0-5° C. for 3.0 hrs. Lithium bromide (60 Kg) was added to reaction mixture at 0-15° C. and maintained for 10-15 minutes. Noroxymorphone (40 Kg) was added to above reaction mixture at 0-5° C. and temperature raised to 65-70° C. over 1.0 hr period and maintained for 14-15 hrs. After completion of reaction i...